This data is from the Open Reaction Database (ORD), a public repository of structured organic reaction records. The task is: describe an organic reaction: reactants, conditions, products, and yield RXN SMILES: COC[O:4][C:5]1[CH:10]=[C:9]([O:11][CH3:12])[CH:8]=[CH:7][C:6]=1[CH:13]1[C:21]2[C:16](=[CH:17][CH:18]=[C:19]([O:22][CH2:23][CH2:24][CH3:25])[CH:20]=2)[CH:15]([C:26]2[CH:31]=[CH:30][C:29]3[O:32][CH2:33][O:34][C:28]=3[CH:27]=2)[CH:14]1C(O)=O.N1C=CC=CC=1.S(Cl)(Cl)=O.SC1C=CC=C[N+]=1[O-]>ClCCl>[OH:4][C:5]1[CH:10]=[C:9]([O:11][CH3:12])[CH:8]=[CH:7][C:6]=1[CH:13]1[C:21]2[C:16](=[CH:17][CH:18]=[C:19]([O:22][CH2:23][CH2:24][CH3:25])[CH:20]=2)[CH:15]([C:26]2[CH:31]=[CH:30][C:29]3[O:32][CH2:33][O:34][C:28]=3[CH:27]=2)[CH2:14]1. Run in ClCCl (dichloromethane), ClCCl (dichloromethane). The yield is 46.0%. Reported procedure: A solution of (1RS,2SR,3RS)-3-[2-(methoxymethoxy)-4-methoxyphenyl]-1-(3,4-methylenedioxyphenyl)-5-(prop-1-yloxy)indane-2-carboxylic acid (0.2 g, 0.39 mmol) in dichloromethane (4ml) and pyridine (28 μl, 1.6 mmol) was cooled to 0 ° C. under argon. To this solution was added thionyl chloride (60 μl, 0.8 mmol). The mixture was allowed to warm to ambient temperature over 20 min. and the volatiles removed in vacuo. The residue was redissolved in toluene and evaporated in vacuo (twice). The residue was... The reactants are SC1=[N+](C=CC=C1)[O-] (2-mercaptopyridine-N-oxide), t-butylthiol, COCOC1=C(C=CC(=C1)OC)C1C(C(C2=CC=C(C=C12)OCCC)C1=CC2=C(C=C1)OCO2)C(=O)O ((1RS,2SR,3RS)-3-[2-(methoxymethoxy)-4-methoxyphenyl]-1-(3,4-methylenedioxyphenyl)-5-(prop-1-yloxy)indane-2-carboxylic acid), N1=CC=CC=C1 (pyridine), S(=O)(Cl)Cl (thionyl chloride). Yields the product OC1=C(C=CC(=C1)OC)C1CC(C2=CC=C(C=C12)OCCC)C1=CC2=C(C=C1)OCO2 ((1RS,3 RS)-3-(2-Hydroxy-4-methoxyphenyl)-1-(3,4-methylenedioxiphenyl)-5-(prop-1-yloxy)indane).